From a dataset of the Open Reaction Database (ORD), a public repository of structured organic reaction records. describe an organic reaction: reactants, conditions, products, and yield Starting materials: ice water, C([O-])([O-])=O.[K+].[K+] (potassium carbonate), BrCCOCCOC (1-bromo-2-(2-methoxyethoxy)ethane), Cl.C(C1=CC=CC=C1)(C1=CC=CC=C1)(C1=CC=CC=C1)NC=1SC=C(N1)/C(/C(=O)OCC)=N/O (ethyl 2-(2-tritylaminothiazol-4-yl)-(Z)-2-hydroxyiminoacetate hydrochloride). Solvent: CN(C=O)C (dimethylformamide). Yields the product C(C1=CC=CC=C1)(C1=CC=CC=C1)(C1=CC=CC=C1)NC=1SC=C(N1)/C(/C(=O)OCC)=N/OCCOCCOC (ethyl 2-(2-tritylaminothiazol4-yl)-(Z)-2-[2-(2-methoxyethoxy)ethoxyimino]acetate). The yield is 57.7%. RXN SMILES: Cl.[C:2]([NH:21][C:22]1[S:23][CH:24]=[C:25](/[C:27](=[N:33]/[OH:34])/[C:28]([O:30][CH2:31][CH3:32])=[O:29])[N:26]=1)([C:15]1[CH:20]=[CH:19][CH:18]=[CH:17][CH:16]=1)([C:9]1[CH:14]=[CH:13][CH:12]=[CH:11][CH:10]=1)[C:3]1[CH:8]=[CH:7][CH:6]=[CH:5][CH:4]=1.C(=O)([O-])[O-].[K+].[K+].Br[CH2:42][CH2:43][O:44][CH2:45][CH2:46][O:47][CH3:48]>CN(C)C=O>[C:2]([NH:21][C:22]1[S:23][CH:24]=[C:25](/[C:27](=[N:33]/[O:34][CH2:42][CH2:43][O:44][CH2:45][CH2:46][O:47][CH3:48])/[C:28]([O:30][CH2:31][CH3:32])=[O:29])[N:26]=1)([C:15]1[CH:20]=[CH:19][CH:18]=[CH:17][CH:16]=1)([C:9]1[CH:10]=[CH:11][CH:12]=[CH:13][CH:14]=1)[C:3]1[CH:8]=[CH:7][CH:6]=[CH:5][CH:4]=1 |f:0.1,2.3.4|. Procedure: In 50 ml of dimethylformamide is dissolved 7.41 g of ethyl 2-(2-tritylaminothiazol-4-yl)-(Z)-2-hydroxyiminoacetate hydrochloride and with stirring at room temperature, 4.15 g of potassium carbonate and 2.75 g of 1-bromo-2-(2-methoxyethoxy)ethane are added. The mixture is stirred for 48 hours, after which it is poured into 500 ml of ice water and extracted with ethyl acetate. The extract is washed with water, dried over magnesium sulfate and concentrated under reduced pressure. The residue is chr... Yields the product BrC=1C(=C(C=C2C(C(=CN(C12)C1CC1)C(=O)OCC)=O)F)F (Ethyl 8-bromo-1-cyclopropyl-6,7-difluoro-1,4-dihydro-4-oxo-3-quinolinecarboxylate). Reaction SMILES: [Br:1][C:2]1[C:3](F)=[C:4]([CH:18]=[C:19]([F:22])[C:20]=1[F:21])[C:5]([C:7](=[CH:13][NH:14][CH:15]1[CH2:17][CH2:16]1)[C:8]([O:10][CH2:11][CH3:12])=[O:9])=[O:6].[F-].[Na+]>CN(C)C=O>[Br:1][C:2]1[C:20]([F:21])=[C:19]([F:22])[CH:18]=[C:4]2[C:3]=1[N:14]([CH:15]1[CH2:17][CH2:16]1)[CH:13]=[C:7]([C:8]([O:10][CH2:11][CH3:12])=[O:9])[C:5]2=[O:6] |f:1.2|. Procedure details: To a solution of ethyl 2-(3-bromo-2,4,5-trifluorobenzoyl)-3-cyclopropylaminoacrylate (1.35 g) in anhydrous dimethylformamide (5 ml) was added sodium fluoride (0.23 g). The mixture was stirred at 97°-108° C. for 7.5 hours, and then poured into ice water (50 ml) and the resulting precipitate was collected by filtration, washed with water and recrystallized from dichloro-methane-n-hexane to give the title compound (1.05 g), mp 163.5°-168° C. as colorless prisms. The yield is 82.0%. Conditions: time 7.5 hour. Starting materials: BrC=1C(=C(C(=O)C(C(=O)OCC)=CNC2CC2)C=C(C1F)F)F (ethyl 2-(3-bromo-2,4,5-trifluorobenzoyl)-3-cyclopropylaminoacrylate), [F-].[Na+] (sodium fluoride), ice water. The solvent is CN(C=O)C (dimethylformamide).